This data is from the Open Reaction Database (ORD), a public repository of structured organic reaction records. The task is: describe an organic reaction: reactants, conditions, products, and yield Starting materials: CC1([C@@H]([C@@H]1C#CC(=O)O)C(=O)O[C@@H](C1=CC(=CC=C1)OC1=CC=CC=C1)C#N)C ((S)α-cyano-3-phenoxy-benzyl(1R,cis)2,2-dimethyl-3-(2-carboxyethynyl)-cyclopropane-carboxylate), C(C(C)(C)C)O (neopentyl alcohol). Reaction conditions: time 4 hour. Product: CC1([C@@H]([C@@H]1C#CC(=O)OCC(C)(C)C)C(=O)O[C@@H](C1=CC(=CC=C1)OC1=CC=CC=C1)C#N)C ((S)α-cyano-3-phenoxy-benzyl(1R,cis)2,2-dimethyl-3-[2-neopentyloxycarbonyl-ethynyl]-cyclopropane-carboxylate). Isolated yield 82.8%. RXN SMILES: [CH3:1][C:2]1([CH3:29])[C@@H:4]([C:5]#[C:6][C:7]([OH:9])=[O:8])[C@H:3]1[C:10]([O:12][C@H:13]([C:27]#[N:28])[C:14]1[CH:19]=[CH:18][CH:17]=[C:16]([O:20][C:21]2[CH:26]=[CH:25][CH:24]=[CH:23][CH:22]=2)[CH:15]=1)=[O:11].[CH2:30](O)[C:31]([CH3:34])([CH3:33])[CH3:32]>>[CH3:1][C:2]1([CH3:29])[C@@H:4]([C:5]#[C:6][C:7]([O:9][CH2:30][C:31]([CH3:34])([CH3:33])[CH3:32])=[O:8])[C@H:3]1[C:10]([O:12][C@H:13]([C:27]#[N:28])[C:14]1[CH:19]=[CH:18][CH:17]=[C:16]([O:20][C:21]2[CH:26]=[CH:25][CH:24]=[CH:23][CH:22]=2)[CH:15]=1)=[O:11]. Reported procedure: Using the procedure of Step A of Example 15, 3.89 g of (S)α-cyano-3-phenoxy-benzyl(1R,cis)2,2-dimethyl-3-(2-carboxyethynyl)-cyclopropane-carboxylate and 1 g of neopentyl alcohol were reacted and the mixture was stirred at room temperature for 4 hours and was filtered. The filtrate was washed with N hydrochloric acid, with water, dried and evaporated to dryness under reduced pressure. The residue was chromatographed over silica gel and was eluted with an 8-2 cyclohexane-ethyl acetate mixture to o... The reactants are COC(=O)N[C@H](C(=O)N1[C@@H](CC[C@@H]1C)C(=O)OCC(C=1C=CC2=C(COC=3C=C4C(=CC23)CCCC4=O)C1)=O)C(C)C ((2S,5S)-2-oxo-2-(8-oxo-8,9,10,11-tetrahydro-5H-dibenzo[c,g]chromen-3-yl)ethyl 1-((S)-2-(methoxycarbonylamino)-3-methylbutanoyl)-5-methylpyrrolidine-2-carboxylate), [Br-].[Br-].[Br-].[NH+]1=CC=CC=C1.[NH+]1=CC=CC=C1.[NH+]1=CC=CC=C1 (pyridinium tribromide), [Br-].[Br-].[Br-].[NH+]1=CC=CC=C1.[NH+]1=CC=CC=C1.[NH+]1=CC=CC=C1 (pyridinium tribromide). Solvent: C(Cl)Cl (DCM), Cl (HCl), C(Cl)Cl (DCM), CO (MeOH). Reaction conditions: time 2 hour. The product is COC(=O)N[C@H](C(=O)N1[C@@H](CC[C@@H]1C)C(=O)OCC(=O)C=1C=CC2=C(COC=3C=C4C(=CC23)CCC(C4=O)Br)C1)C(C)C ((2S,5S)-2-(9-bromo-8-oxo-8,9,10,11-tetrahydro-5H-dibenzo[c,g]chromen-3-yl)-2-oxoethyl 1-((S)-2-(methoxycarbonylamino)-3-methylbutanoyl)-5-methylpyrrolidine-2-carboxylate). Reaction SMILES: [CH3:1][O:2][C:3]([NH:5][C@@H:6]([CH:40]([CH3:42])[CH3:41])[C:7]([N:9]1[C@@H:13]([CH3:14])[CH2:12][CH2:11][C@H:10]1[C:15]([O:17][CH2:18][C:19](=[O:39])[C:20]1[CH:21]=[CH:22][C:23]2[C:32]3[CH:31]=[C:30]4[CH2:33][CH2:34][CH2:35][C:36](=[O:37])[C:29]4=[CH:28][C:27]=3[O:26][CH2:25][C:24]=2[CH:38]=1)=[O:16])=[O:8])=[O:4].[Br-:43].[Br-].[Br-].[NH+]1C=CC=CC=1.[NH+]1C=CC=CC=1.[NH+]1C=CC=CC=1>C(Cl)Cl.CO.Cl>[CH3:1][O:2][C:3]([NH:5][C@@H:6]([CH:40]([CH3:42])[CH3:41])[C:7]([N:9]1[C@@H:13]([CH3:14])[CH2:12][CH2:11][C@H:10]1[C:15]([O:17][CH2:18][C:19]([C:20]1[CH:21]=[CH:22][C:23]2[C:32]3[CH:31]=[C:30]4[CH2:33][CH2:34][CH:35]([Br:43])[C:36](=[O:37])[C:29]4=[CH:28][C:27]=3[O:26][CH2:25][C:24]=2[CH:38]=1)=[O:39])=[O:16])=[O:8])=[O:4] |f:1.2.3.4.5.6|. Procedure: (2S,5S)-2-oxo-2-(8-oxo-8,9,10,11-tetrahydro-5H-dibenzo[c,g]chromen-3-yl)ethyl 1-((S)-2-(methoxycarbonylamino)-3-methylbutanoyl)-5-methylpyrrolidine-2-carboxylate (400 mg, 0.61 mmol) was dissolved in a solution of DCM (15 mL) and MeOH (6 mL), then treated with pyridinium tribromide (409 mg, 1.28 mmol). At 2 h, an additional portion of pyridinium tribromide (40 mg) was added. After stirring at RT for another 20 min, the reaction mixture was diluted with DCM and 10% HCl, and extracted with DCM. The... Starting materials: COC(=O)COc1cccc2c1c(C(=O)C(N)=O)c(C)n2Cc1ccc(F)cc1, CO, CCOC(C)=O, [Na+], [OH-], O. Product: Cc1c(C(=O)C(N)=O)c2c(OCC(=O)O)cccc2n1Cc1ccc(F)cc1. Reaction SMILES: [CH3:1][O:2][C:3]([CH2:4][O:5][c:6]1[c:7]2[c:8]([C:24]([C:25](=[O:26])[NH2:27])=[O:28])[c:9]([CH3:23])[n:10]([CH2:15][c:16]3[cH:17][cH:18][c:19]([F:22])[cH:20][cH:21]3)[c:11]2[cH:12][cH:13][cH:14]1)=[O:29].[CH3:32][OH:33].[CH3:34][CH2:35][O:36][C:37](=[O:38])[CH3:39].[Na+:31].[OH-:30].[OH2:40]>>[O:2]=[C:3]([CH2:4][O:5][c:6]1[c:7]2[c:8]([C:24]([C:25](=[O:26])[NH2:27])=[O:28])[c:9]([CH3:23])[n:10]([CH2:15][c:16]3[cH:17][cH:18][c:19]([F:22])[cH:20][cH:21]3)[c:11]2[cH:12][cH:13][cH:14]1)[OH:29]. Starting materials: COC[C@@H](OC=1C=C(C=C(C1)OC=1C=NC(=CC1)S(=O)(=O)C)C1=CC=C(N1)C(=O)O)C (5-(3-[(1S)-2-Methoxy-1-methylethoxy]-5-{[6-(methylsulfonyl)pyridin-3-yl]oxy}phenyl)-1H-pyrrole-2-carboxylic acid), N[C@H](C)CO (D-alaninol), C=1C=CC2=C(C1)N=NN2O.O (HOBT•H2O), CN1CCOCC1 (N-methylmorpholine), CCN=C=NCCCN(C)C.Cl (WSCI•HCl). Solvent: C(Cl)Cl (methylene chloride), C(Cl)Cl (methylene chloride). Run at time 30 hour. Product: OC[C@@H](C)NC(=O)C=1NC(=CC1)C1=CC(=CC(=C1)OC=1C=NC(=CC1)S(=O)(=O)C)O[C@H](COC)C (N-[(1R)-2-Hydroxy-1-methylethyl]-5-(3-[(1S)-2-methoxy-1-methylethoxy]-5-{[6-(methylsulfonyl)pyridin-3-yl]oxy}phenyl)-1H-pyrrole-2-carboxamide). The yield is 86.0%. As a reaction SMILES: [CH3:1][O:2][CH2:3][C@H:4]([CH3:31])[O:5][C:6]1[CH:7]=[C:8]([C:23]2[NH:27][C:26]([C:28]([OH:30])=O)=[CH:25][CH:24]=2)[CH:9]=[C:10]([O:12][C:13]2[CH:14]=[N:15][C:16]([S:19]([CH3:22])(=[O:21])=[O:20])=[CH:17][CH:18]=2)[CH:11]=1.[NH2:32][C@@H:33]([CH2:35][OH:36])[CH3:34].C1C=CC2N(O)N=NC=2C=1.O.CN1CCOCC1.CCN=C=NCCCN(C)C.Cl>C(Cl)Cl>[OH:36][CH2:35][C@H:33]([NH:32][C:28]([C:26]1[NH:27][C:23]([C:8]2[CH:9]=[C:10]([O:12][C:13]3[CH:14]=[N:15][C:16]([S:19]([CH3:22])(=[O:21])=[O:20])=[CH:17][CH:18]=3)[CH:11]=[C:6]([O:5][C@@H:4]([CH3:31])[CH2:3][O:2][CH3:1])[CH:7]=2)=[CH:24][CH:25]=1)=[O:30])[CH3:34] |f:2.3,5.6|. Procedure: 5-(3-[(1S)-2-Methoxy-1-methylethoxy]-5-{[6-(methylsulfonyl)pyridin-3-yl]oxy}phenyl)-1H-pyrrole-2-carboxylic acid (2.00 g, 4.48 mmol) synthesized in Example (78k), D-alaninol (0.52 mL, 6.72 mmol), HOBT•H2O (0.73 g, 5.38 mmol) and N-methylmorpholine (0.99 mL, 8.96 mmol) were dissolved in methylene chloride (40 mL), and WSCI•HCl (0.94 g, 4.93 mmol) was added at room temperature, followed by stirring for 30 hours under nitrogen atmosphere. The reaction solution was diluted with methylene chloride (1...